Dataset: the Open Reaction Database (ORD), a public repository of structured organic reaction records. Task: describe an organic reaction: reactants, conditions, products, and yield Reactants: O=C(OO)c1cccc(Cl)c1, ClCCl, CC1(C)C=C(c2ccc(O)cn2)c2cc(C#N)ccc2O1. Yields the product CC1(C)C=C(c2ccc(O)c[n+]2[O-])c2cc(C#N)ccc2O1. Reaction SMILES: [Cl:22][c:23]1[cH:24][cH:25][cH:26][c:27]([C:28]([O:29][OH:31])=[O:30])[cH:32]1.[Cl:33][CH2:34][Cl:35].[OH:1][c:2]1[cH:3][cH:4][c:5]([C:8]2=[CH:9][C:10]([CH3:20])([CH3:21])[O:11][c:12]3[c:13]2[cH:14][c:15]([C:18]#[N:19])[cH:16][cH:17]3)[n:6][cH:7]1>>[OH:1][c:2]1[cH:3][cH:4][c:5]([C:8]2=[CH:9][C:10]([CH3:20])([CH3:21])[O:11][c:12]3[c:13]2[cH:14][c:15]([C:18]#[N:19])[cH:16][cH:17]3)[n+:6]([O-:30])[cH:7]1. Reactants: NC1=CC=CC=C1 (aniline), C(CCCCCC)(=O)Cl (n-heptanoyl chloride). The product is C1(=CC=CC=C1)NC(C=CCCCC)=O (N-Phenyl-n-heptenamide). Isolated yield 94.0%. RXN SMILES: [NH2:1][C:2]1[CH:7]=[CH:6][CH:5]=[CH:4][CH:3]=1.[C:8](Cl)(=[O:15])[CH2:9][CH2:10][CH2:11][CH2:12][CH2:13][CH3:14]>>[C:2]1([NH:1][C:8](=[O:15])[CH:9]=[CH:10][CH2:11][CH2:12][CH2:13][CH3:14])[CH:7]=[CH:6][CH:5]=[CH:4][CH:3]=1. Procedure details: The procedure described in Example 1 is repeated, but in section a) aniline is used in place of n-pentylamine and n-heptanoyl chloride is used in place of caproyl chloride. N-Phenyl-n-heptenamide (m.p. 50° C.) is obtained in 94% yield. This is reacted with PCl5 as in Example 1, section b), and gives in quantitative yield N-phenyl-heptaneiminoyl chloride as a yellowish oil which is converted according to section c) into the desired product and purified by chromatography on silica gel in hexane/et... Starting materials: C(C)C1=CC=C(C=C1)C1CC(CN(C1)C(=O)N1CCOCC1)C(=O)O (5-(4-Ethylphenyl)-1-(morpholin-4-ylcarbonyl)piperidine-3-carboxylic acid), ClC1=CC=C(C=C1)C(N)=NO (4-chloro-N′-hydroxybenzenecarboximidamide). The product is C(C)C1=CC=C(C=C1)C1CN(CC(C1)C1=NC(=NO1)C1=CC=C(C=C1)Cl)C(=O)N1CCOCC1 (4-({3-(4-Ethylphenyl)-5-[3-(4-chlorophenyl)-1,2,4-oxadiazol-5-yl]piperidin-1-yl}carbonyl)-morpholine). Reaction SMILES: [CH2:1]([C:3]1[CH:8]=[CH:7][C:6]([CH:9]2[CH2:14][N:13]([C:15]([N:17]3[CH2:22][CH2:21][O:20][CH2:19][CH2:18]3)=[O:16])[CH2:12][CH:11]([C:23]([OH:25])=O)[CH2:10]2)=[CH:5][CH:4]=1)[CH3:2].[Cl:26][C:27]1[CH:32]=[CH:31][C:30]([C:33](=[N:35]O)[NH2:34])=[CH:29][CH:28]=1>>[CH2:1]([C:3]1[CH:8]=[CH:7][C:6]([CH:9]2[CH2:10][CH:11]([C:23]3[O:25][N:35]=[C:33]([C:30]4[CH:31]=[CH:32][C:27]([Cl:26])=[CH:28][CH:29]=4)[N:34]=3)[CH2:12][N:13]([C:15]([N:17]3[CH2:22][CH2:21][O:20][CH2:19][CH2:18]3)=[O:16])[CH2:14]2)=[CH:5][CH:4]=1)[CH3:2]. Reported procedure: 69 mg (0.20 mmol) of 5-(4-ethylphenyl)-1-(morpholin-4-ylcarbonyl)piperidine-3-carboxylic acid (Example 38A) and 38 mg (0.22 mmol, 1.1 eq.) of 4-chloro-N′-hydroxybenzenecarboximidamide were reacted according to the General Method 1. Yield: 61 mg (64% of theory) Reactants: C, CCOCC, [H][H], O=C(Nc1cc(Oc2ccc([N+](=O)[O-])cc2)ccn1)N1CCCC1, C1CCOC1, [Pd]. Yields the product Nc1ccc(Oc2ccnc(NC(=O)N3CCCC3)c2)cc1. Reaction SMILES: [C:37].[CH3:32][CH2:33][O:34][CH2:35][CH3:36].[H:25][H:26].[N+:1]([O-:2])(=[O:3])[c:4]1[cH:5][cH:6][c:7]([O:8][c:9]2[cH:10][c:11]([NH:15][C:16](=[O:17])[N:18]3[CH2:19][CH2:20][CH2:21][CH2:22]3)[n:12][cH:13][cH:14]2)[cH:23][cH:24]1.[O:27]1[CH2:28][CH2:29][CH2:30][CH2:31]1.[Pd:38]>>[NH2:1][c:4]1[cH:5][cH:6][c:7]([O:8][c:9]2[cH:10][c:11]([NH:15][C:16](=[O:17])[N:18]3[CH2:19][CH2:20][CH2:21][CH2:22]3)[n:12][cH:13][cH:14]2)[cH:23][cH:24]1. Reactants: C(=O)([O-])[O-].[K+].[K+] (K2CO3), N1N=NC2=C1C=CC=C2 (1H-benzotriazole), ClCC1=CC(=CC=C1)F (1-(chloromethyl)-3-fluorobenzene). Solvent: CC#N (CH3CN). Yields the product FC=1C=C(C=CC1)CN1N=NC2=C1C=CC=C2 ((3-Fluorophenyl)methyl-1H-benzotriazole), FC=1C=C(C=CC1)CN1N=C2C(=N1)C=CC=C2 ((3-fluorophenyl)methyl-2H-benzotriazole). RXN SMILES: [NH:1]1[C:5]2[CH:6]=[CH:7][CH:8]=[CH:9][C:4]=2[N:3]=[N:2]1.Cl[CH2:11][C:12]1[CH:17]=[CH:16][CH:15]=[C:14]([F:18])[CH:13]=1.C([O-])([O-])=O.[K+].[K+]>CC#N>[F:18][C:14]1[CH:13]=[C:12]([CH2:11][N:1]2[C:5]3[CH:6]=[CH:7][CH:8]=[CH:9][C:4]=3[N:3]=[N:2]2)[CH:17]=[CH:16][CH:15]=1.[F:18][C:14]1[CH:13]=[C:12]([CH2:11][N:2]2[N:3]=[C:4]3[CH:9]=[CH:8][CH:7]=[CH:6][C:5]3=[N:1]2)[CH:17]=[CH:16][CH:15]=1 |f:2.3.4|. Reported procedure: In a procedure as in Example 2 but using 1H-benzotriazole (20.6 g, 0.173 mol), 1-(chloromethyl)-3-fluorobenzene (25.0 g, 0.173 mol), K2CO3 (35.9 g) and CH3CN (150 mL) for 1 h gave the title compound and (3-fluorophenyl)methyl-2H-benzotriazole. Similar workup and recrystallization gave the pure 1H-isomer (73%): mp 103°-104° C. (cyclohexane); 1H NMR (270 MHz, CDCl3) δ 5.87 (s, 2H, CH2), 6.97-7.08 (m, 3H), 7.29-7.49 (m, 4H), 8.10 (d, J=8.0 Hz, 1H); Anal. Calcd for C13H10N3F (227.24): C, 68.71; H, 4... Reaction SMILES: CC1(C=CCC)C(C)=CC=C(S([O-])(=O)=O)C1.[CH3:17][C:18](=[CH2:22])[CH2:19][CH2:20][OH:21].[Na].[Cl:24][C:25]1[CH:30]=[C:29]([N+:31]([O-:33])=[O:32])[CH:28]=[CH:27][C:26]=1O>CN(C)C=O>[Cl:24][C:25]1[CH:30]=[C:29]([N+:31]([O-:33])=[O:32])[CH:28]=[CH:27][C:26]=1[O:21][CH2:20][CH2:19][C:18]([CH3:17])=[CH2:22] |^1:22|. Yields the product ClC=1C=C(C=CC1OCCC(=C)C)[N+](=O)[O-] (3-chloro-4-(3-methyl-3-butenyloxy)nitrobenzene). The reactants are [Na] (sodium), ClC1=C(C=CC(=C1)[N+](=O)[O-])O (2-chloro-4-nitrophenol), CC1(CC(S(=O)(=O)[O-])=CC=C1C)C=CCC (3-Methyl-3-butenyltosylate), resultant mixture, CC(CCO)=C (3-methyl-3-buten-1-ol), ice water. Run in CN(C=O)C (dimethylformamide). Procedure details: 3-Methyl-3-butenyltosylate derived from 12.9 g of 3-methyl-3-buten-1-ol by a conventional procedure was reacted with 31 g of sodium salt of 2-chloro-4-nitrophenol in 250 ml of dimethylformamide. The resultant mixture was stirred at 90°-100° C. for 2.5 hours and then poured into ice-water, followed by extraction with benzene. The solvent was removed under reduced pressure, and the precipitated crystals were subjected to filtration by a glass filter and washed with ether to give 29.3 g of 3-chloro... The reactants are NCCC1SC2=C(N(C=C1)C(C1=CC=C(C=C1)NC(C1=C(C=CC=C1)C1=CC=CC=C1)=O)=O)C=CC=C2 (2-(2-Aminoethyl)-5-[4-(2-phenylbenzoylamino)benzoyl]-1,5-benzothiazepine), C(C)(C)(C)OC(=O)NC(C(=O)O)(C)C (tert-butoxycarbonylaminoisobutyric acid), ON1N=NC2=C1C=CC=C2 (1-hydroxybenzotriazole), Cl.CN(CCCN=C=NCC)C (1-[3-(dimethyamino)propyl]-3-ethylcarbodiimide hydrochloride), Example 14, C([O-])([O-])=O.[K+].[K+] (potassium carbonate). Solvent: O (Water), C(Cl)Cl (methylene chloride). The product is Cl.NC(C(=O)NCCC1SC2=C(N(C=C1)C(C1=CC=C(C=C1)NC(C1=C(C=CC=C1)C1=CC=CC=C1)=O)=O)C=CC=C2)(C)C (2-[2-Amino-2-methyl propionamido]-ethyl-5-[4-(2-phenylbenzoylamino)benzoyl]-1,5-benzothiazepine Hydrochloride). As a reaction SMILES: [NH2:1][CH2:2][CH2:3][CH:4]1[CH:10]=[CH:9][N:8]([C:11](=[O:33])[C:12]2[CH:17]=[CH:16][C:15]([NH:18][C:19](=[O:32])[C:20]3[CH:25]=[CH:24][CH:23]=[CH:22][C:21]=3[C:26]3[CH:31]=[CH:30][CH:29]=[CH:28][CH:27]=3)=[CH:14][CH:13]=2)[C:7]2[CH:34]=[CH:35][CH:36]=[CH:37][C:6]=2[S:5]1.C(OC([NH:45][C:46]([CH3:51])([CH3:50])[C:47](O)=[O:48])=O)(C)(C)C.ON1C2C=CC=CC=2N=N1.[ClH:62].CN(C)CCCN=C=NCC.C(=O)([O-])[O-].[K+].[K+]>C(Cl)Cl.O>[ClH:62].[NH2:45][C:46]([CH3:51])([CH3:50])[C:47]([NH:1][CH2:2][CH2:3][CH:4]1[CH:10]=[CH:9][N:8]([C:11](=[O:33])[C:12]2[CH:13]=[CH:14][C:15]([NH:18][C:19](=[O:32])[C:20]3[CH:25]=[CH:24][CH:23]=[CH:22][C:21]=3[C:26]3[CH:27]=[CH:28][CH:29]=[CH:30][CH:31]=3)=[CH:16][CH:17]=2)[C:7]2[CH:34]=[CH:35][CH:36]=[CH:37][C:6]=2[S:5]1)=[O:48] |f:3.4,5.6.7,10.11|. Procedure details: A mixture of Compound 28 as prepared in Example 14 (0.180 g, 0.36 mM), 2-(tert-butoxycarbonylaminoisobutyric acid (0.072 g, 0.36 mM), 1-hydroxybenzotriazole (0.05 g, 0.36 mM) and 1-[3-(dimethyamino)propyl]-3-ethylcarbodiimide hydrochloride (0.169 g, 0.9 mM) in methylene chloride (30 ml) was stirred at room temperature for 6 hours and a saturated potassium carbonate solution was added. Water was added and the layers were separated. The methylene chloride layer was dried (MgSO4), evaporated in vac...